From a dataset of the Open Reaction Database (ORD), a public repository of structured organic reaction records. describe an organic reaction: reactants, conditions, products, and yield Starting materials: CCOc1cscc1C(=O)O, ClC(Cl)Cl, O=S(=O)(Cl)Cl. Yields the product CCOc1c(C(=O)O)csc1Cl. Reaction SMILES: [CH2:1]([CH3:2])[O:3][c:4]1[c:5]([C:9](=[O:10])[OH:11])[cH:6][s:7][cH:8]1.[CH:17]([Cl:18])([Cl:19])[Cl:20].[S:12]([Cl:13])(=[O:14])([Cl:15])=[O:16]>>[CH2:1]([CH3:2])[O:3][c:4]1[c:5]([C:9](=[O:10])[OH:11])[cH:6][s:7][c:8]1[Cl:15]. Starting materials: C(C)(=O)OCC (Ethyl acetate), Cl (HCl), BrC1=CC=C(C=C1)NC(=O)NNC(C[C@H]1CN(CC1)C(=O)C1CC1)=O (N-(4-bromophenyl)-2-{[(3S)-1-(cyclopropylcarbonyl)-3-pyrrolidinyl]acetyl}hydrazinecarboxamide), C([O-])([O-])=O.[K+].[K+] (potassium carbonate). The solvent is O (water), ClCCl (dichloromethane), O (water). Conditions: temperature 130 celsius. Yields the product BrC1=CC=C(C=C1)N1C(NN=C1C[C@H]1CN(CC1)C(=O)C1CC1)=O (4-(4-bromophenyl)-5-{[(3S)-1-(cyclopropylcarbonyl)-3-pyrrolidinyl]methyl}-2,4-dihydro-3H-1,2,4-triazol-3-one). Isolated yield 67.1%. RXN SMILES: [Br:1][C:2]1[CH:7]=[CH:6][C:5]([NH:8][C:9]([NH:11][NH:12][C:13](=O)[CH2:14][C@@H:15]2[CH2:19][CH2:18][N:17]([C:20]([CH:22]3[CH2:24][CH2:23]3)=[O:21])[CH2:16]2)=[O:10])=[CH:4][CH:3]=1.C(=O)([O-])[O-].[K+].[K+].C(OCC)(=O)C.Cl>O.ClCCl>[Br:1][C:2]1[CH:7]=[CH:6][C:5]([N:8]2[C:13]([CH2:14][C@@H:15]3[CH2:19][CH2:18][N:17]([C:20]([CH:22]4[CH2:24][CH2:23]4)=[O:21])[CH2:16]3)=[N:12][NH:11][C:9]2=[O:10])=[CH:4][CH:3]=1 |f:1.2.3|. Procedure details: In a 10 L 3-necked round bottom flask equipped with reflux condenser, mechanical stirrer and a stopper, a mixture of crude N-(4-bromophenyl)-2-{[(3S)-1-(cyclopropylcarbonyl)-3-pyrrolidinyl]acetyl}hydrazinecarboxamide (108.29 g, 63% purity, 167 mmol) and potassium carbonate (115 g, 833 mmol) in water (6 L) was stirred at reflux (variac heating mantle ˜130° C.) for 18 h. The variac heating was turned off and the flask was removed from the mantle and allowed to cool to ˜70° C. White solid settled t... Starting materials: [Ca+2], O=[N+]([O-])c1ccc(F)cc1F, NCCO, O=C([O-])[O-], C1COCCO1. Yields the product O=[N+]([O-])c1ccc(F)cc1NCCO. Reaction SMILES: [Ca+2:16].[F:1][c:2]1[c:3]([N+:9](=[O:10])[O-:11])[cH:4][cH:5][c:6]([F:8])[cH:7]1.[NH2:12][CH2:13][CH2:14][OH:15].[O-:17][C:18](=[O:19])[O-:20].[O:21]1[CH2:22][CH2:23][O:24][CH2:25][CH2:26]1>>[c:2]1([NH:12][CH2:13][CH2:14][OH:15])[c:3]([N+:9](=[O:10])[O-:11])[cH:4][cH:5][c:6]([F:8])[cH:7]1. The reactants are COC(=O)CBr, c1ccc(Cc2c[nH]c3ccccc23)cc1, [H-], [Na+], CN(C)C=O, O. Yields the product COC(=O)Cn1cc(Cc2ccccc2)c2ccccc21. Reaction SMILES: [Br:19][CH2:20][C:21](=[O:22])[O:23][CH3:24].[CH2:3]([c:4]1[cH:5][cH:6][cH:7][cH:8][cH:9]1)[c:10]1[cH:11][nH:12][c:13]2[cH:14][cH:15][cH:16][cH:17][c:18]12.[H-:2].[Na+:1].[O:26]=[CH:27][N:28]([CH3:29])[CH3:30].[OH2:25]>>[CH2:3]([c:4]1[cH:5][cH:6][cH:7][cH:8][cH:9]1)[c:10]1[cH:11][n:12]([CH2:20][C:21](=[O:22])[O:23][CH3:24])[c:13]2[cH:14][cH:15][cH:16][cH:17][c:18]12. Starting materials: COC([C@H](CC1=CC2=C(O[C@H](CO2)C2=CC=C(C=C2)O)C=C1)NC(=O)OC(C)(C)C)=O ((S)-2-tert-Butoxycarbonylamino-3-[(S)-2-(4-hydroxy-phenyl)-2,3-dihydro-benzo[1,4]dioxin-6-yl]-propionic acid methyl ester), N1=CC=CC=C1 (pyridine), C(C)(=O)OC(C)=O (acetic anhydride). The solvent is C(Cl)Cl (DCM), C(Cl)Cl (DCM). Reaction conditions: time 2.5 hour. Yields the product COC([C@H](CC1=CC2=C(O[C@H](CO2)C2=CC=C(C=C2)OC(C)=O)C=C1)NC(=O)OC(C)(C)C)=O ((S)-3-[(S)-2-(4-Acetoxy-phenyl)-2,3-dihydro-benzo[1,4]dioxin-6-yl]-2-tert-butoxycarbonylamino-propionic acid methyl ester). As a reaction SMILES: [CH3:1][O:2][C:3](=[O:31])[C@@H:4]([NH:23][C:24]([O:26][C:27]([CH3:30])([CH3:29])[CH3:28])=[O:25])[CH2:5][C:6]1[CH:22]=[CH:21][C:9]2[O:10][C@@H:11]([C:14]3[CH:19]=[CH:18][C:17]([OH:20])=[CH:16][CH:15]=3)[CH2:12][O:13][C:8]=2[CH:7]=1.N1C=CC=CC=1.[C:38](OC(=O)C)(=[O:40])[CH3:39]>C(Cl)Cl>[CH3:1][O:2][C:3](=[O:31])[C@@H:4]([NH:23][C:24]([O:26][C:27]([CH3:28])([CH3:30])[CH3:29])=[O:25])[CH2:5][C:6]1[CH:22]=[CH:21][C:9]2[O:10][C@@H:11]([C:14]3[CH:19]=[CH:18][C:17]([O:20][C:38](=[O:40])[CH3:39])=[CH:16][CH:15]=3)[CH2:12][O:13][C:8]=2[CH:7]=1. Procedure: To a solution of (S)-2-tert-Butoxycarbonylamino-3-[(S)-2-(4-hydroxy-phenyl)-2,3-dihydro-benzo[1,4]dioxin-6-yl]-propionic acid methyl ester (240 mg) in DCM (10 mL) was added pyridine at 0° C. To this mixture was added acetic anhydride. The mixture was stirred for 2-3 h. After completion of the reaction, the mixture was diluted with DCM (50 mL) and was washed with water, 1N HCl and brine solution. The organic layer was dried and concentrated to get the desired product as a white solid (208 mg). LC... Reactants: C(C1=CC=CC=C1)OC1=CC=C(C=C2CCNCC2)C=C1 (4-[4-(Benzyloxy)benzylidene]piperidine), BrC1=CC=C(C=C1)OC1OCCCC1 (1-bromo-4-(tetrahydro-2H-pyran-2-yloxy)benzene), CC(C)([O-])C.[Na+] (sodium tert-butoxide), F[B-](F)(F)F.C(C)(C)(C)P(C(C)(C)C)C(C)(C)C (tri-tert-butylphosphine tetrafluoroborate). Reagents/catalysts: C(C)(=O)[O-].[Pd+2].C(C)(=O)[O-] (palladium acetate). Solvent: C1(=CC=CC=C1)C (toluene), O (Water). Conditions: temperature 100 celsius, time 8 hour. The product is C(C1=CC=CC=C1)OC1=CC=C(C=C2CCN(CC2)C2=CC=C(C=C2)OC2OCCCC2)C=C1 (4-(4-benzyloxybenzylidene)-1-[4-(tetrahydropyran-2-yloxy)phenyl]piperidine). Reaction SMILES: [CH2:1]([O:8][C:9]1[CH:21]=[CH:20][C:12]([CH:13]=[C:14]2[CH2:19][CH2:18][NH:17][CH2:16][CH2:15]2)=[CH:11][CH:10]=1)[C:2]1[CH:7]=[CH:6][CH:5]=[CH:4][CH:3]=1.Br[C:23]1[CH:28]=[CH:27][C:26]([O:29][CH:30]2[CH2:35][CH2:34][CH2:33][CH2:32][O:31]2)=[CH:25][CH:24]=1.CC(C)([O-])C.[Na+].F[B-](F)(F)F.C(P(C(C)(C)C)C(C)(C)C)(C)(C)C>C([O-])(=O)C.[Pd+2].C([O-])(=O)C.O.C1(C)C=CC=CC=1>[CH2:1]([O:8][C:9]1[CH:21]=[CH:20][C:12]([CH:13]=[C:14]2[CH2:19][CH2:18][N:17]([C:23]3[CH:28]=[CH:27][C:26]([O:29][CH:30]4[CH2:35][CH2:34][CH2:33][CH2:32][O:31]4)=[CH:25][CH:24]=3)[CH2:16][CH2:15]2)=[CH:11][CH:10]=1)[C:2]1[CH:3]=[CH:4][CH:5]=[CH:6][CH:7]=1 |f:2.3,4.5,6.7.8|. Procedure: 4-[4-(Benzyloxy)benzylidene]piperidine (2.32 g, 8.3 mmol), 1-bromo-4-(tetrahydro-2H-pyran-2-yloxy)benzene (2.35 g, 9.1 mmol), toluene (20 ml), sodium tert-butoxide (1.12 g, 11.6 mmol), palladium acetate (0.075 g, 0.3 mmol) and tri-tert-butylphosphine tetrafluoroborate (0.19 g, 0.7 mmol) were mixed and stirred at 100° C. overnight. Water was poured into the reaction mixture, followed by extraction with ethyl acetate. The organic layer was washed with water, dried over sodium sulfate, and concentr...